From a dataset of the Open Reaction Database (ORD), a public repository of structured organic reaction records. describe an organic reaction: reactants, conditions, products, and yield Reactants: CO, ClCCl, COC(=O)c1cccc(N)c1O, Nc1ncccc1C=O. The product is COC(=O)c1cccc2c1OC(c1cccnc1N)N2. As a reaction SMILES: [CH3:22][OH:23].[Cl:24][CH2:25][Cl:26].[NH2:10][c:11]1[c:12]([OH:21])[c:13]([C:14](=[O:15])[O:16][CH3:17])[cH:18][cH:19][cH:20]1.[NH2:1][c:2]1[n:3][cH:4][cH:5][cH:6][c:7]1[CH:8]=[O:9]>>[NH2:1][c:2]1[n:3][cH:4][cH:5][cH:6][c:7]1[CH:8]1[O:9][c:12]2[c:11]([cH:20][cH:19][cH:18][c:13]2[C:14](=[O:15])[O:16][CH3:17])[NH:10]1. Starting materials: COC(=O)CCNC(=O)C1CN(C2=NC(=O)CS2)C1, O=Cc1ccc2c(cnn2Cc2ccc(Cl)cc2C(F)(F)F)c1. Yields the product COC(=O)CCNC(=O)C1CN(C2=NC(=O)C(=Cc3ccc4c(cnn4Cc4ccc(Cl)cc4C(F)(F)F)c3)S2)C1. Reaction SMILES: [CH3:1][O:2][C:3]([CH2:4][CH2:5][NH:6][C:7](=[O:8])[CH:9]1[CH2:10][N:11]([C:13]2=[N:17][C:16](=[O:18])[CH2:15][S:14]2)[CH2:12]1)=[O:19].[Cl:20][c:21]1[cH:22][c:23]([C:39]([F:40])([F:41])[F:42])[c:24]([CH2:25][n:26]2[n:27][cH:28][c:29]3[cH:30][c:31]([CH:35]=[O:36])[cH:32][cH:33][c:34]23)[cH:37][cH:38]1>>[CH3:1][O:2][C:3]([CH2:4][CH2:5][NH:6][C:7](=[O:8])[CH:9]1[CH2:10][N:11]([C:13]2=[N:17][C:16](=[O:18])[C:15](=[CH:35][c:31]3[cH:30][c:29]4[cH:28][n:27][n:26]([CH2:25][c:24]5[c:23]([C:39]([F:40])([F:41])[F:42])[cH:22][c:21]([Cl:20])[cH:38][cH:37]5)[c:34]4[cH:33][cH:32]3)[S:14]2)[CH2:12]1)=[O:19]. Reaction conditions: temperature 60 celsius. The yield is 70.1%. The product is COC(COC=1C2=C(N=CN1)N(C(=C2)CC)CC2=CC=CC=C2)=O ([[6-ethyl-7-(phenylmethyl)-7H-pyrrolo[2,3-d]pyrimidin-4-yl]oxy]acetic acid methyl ester). The reactants are CCCCCCC.C(C)(=O)OCC (heptane ethyl acetate), C(CO)(=O)OC (methyl glycolate), ClC=1C2=C(N=CN1)N(C(=C2)CC)CC2=CC=CC=C2 (4-chloro-6-ethyl-7-(phenylmethyl)-7H-pyrrolo[2,3-d]pyrimidine), [H-].[Na+] (sodium hydride). Reaction SMILES: [H-].[Na+].[C:3]([O:7][CH3:8])(=[O:6])[CH2:4][OH:5].Cl[C:10]1[C:11]2[CH:18]=[C:17]([CH2:19][CH3:20])[N:16]([CH2:21][C:22]3[CH:27]=[CH:26][CH:25]=[CH:24][CH:23]=3)[C:12]=2[N:13]=[CH:14][N:15]=1.CCCCCCC.C(OCC)(=O)C>C1C=CC=CC=1>[CH3:8][O:7][C:3](=[O:6])[CH2:4][O:5][C:10]1[C:11]2[CH:18]=[C:17]([CH2:19][CH3:20])[N:16]([CH2:21][C:22]3[CH:27]=[CH:26][CH:25]=[CH:24][CH:23]=3)[C:12]=2[N:13]=[CH:14][N:15]=1 |f:0.1,4.5|. Procedure details: To a suspension of 165 mg (6.84 mmol) of sodium hydride in 12 mL of benzene was added 530 mg (5.93 mmol) of methyl glycolate and 1.24 g (4.56 mmol) of 4-chloro-6-ethyl-7-(phenylmethyl)-7H-pyrrolo[2,3-d]pyrimidine. The mixture was heated at 60° C. and monitored by TLC (silica, 7:3 heptane-ethyl acetate) for conversion to product. After 5 days the reaction was cooled to ambient temperature and partitioned by the addition of 10 mL of 2 M sodium hydrogen sulfate and 30 mL of ethyl acetate. The aqueo... Run in C1=CC=CC=C1 (benzene). Reactants: NC=1C=C(C(=O)NN)C=CC1 (m-Aminobenzoic acid hydrazide), CC(C(=O)[O-])O (methylglycolate), C1=CC(=CC=C1CC2=CC=C(C=C2)N3C(=O)C=CC3=O)N4C(=O)C=CC4=O (4,4'-bismaleimidodiphenylmethane), C1(C=CC(N1C1=C(C=CC(=C1)N1C(C=CC1=O)=O)C)=O)=O (2,4-bismaleimidotoluene), CC(C)(CC(CC)C)C (2,2,4-trimethylhexane), CC(C(=O)[O-])O (methylglycolate). Conditions: temperature 60 celsius. Yields the product C(=CC)C1=C(OC2=CC=C(C(=O)C3=CC=CC=C3)C=C2)C=CC=C1 (4-[o-(1-propenyl)phenoxy]benzophenone). RXN SMILES: N[C:2]1[CH:3]=[C:4]([CH:9]=[CH:10][CH:11]=1)[C:5](NN)=[O:6].CC(O)C([O-])=[O:15].[CH:18]1[C:23]([CH2:24][C:25]2[CH:30]=[CH:29][C:28](N3C(=O)C=CC3=O)=[CH:27][CH:26]=2)=CC=C(N2C(=O)C=CC2=O)C=1.C1(=O)N([C:50]2[CH:55]=[C:54](N3C(=O)C=CC3=O)[CH:53]=[CH:52][C:51]=2C)C(=O)C=C1.CC(C)(CC(C)CC)C>>[CH:24]([C:25]1[CH:26]=[CH:27][CH:28]=[CH:29][C:30]=1[O:15][C:11]1[CH:10]=[CH:9][C:4]([C:5]([C:50]2[CH:55]=[CH:54][CH:53]=[CH:52][CH:51]=2)=[O:6])=[CH:3][CH:2]=1)=[CH:23][CH3:18]. Procedure details: m-Aminobenzoic acid hydrazide (4 parts) is blended with methylglycolate and heated to 60° C. to obtain a solution. A mixture of 4,4'-bismaleimidodiphenylmethane (70 parts), 2,4-bismaleimidotoluene (30 parts) and 1,6-bismaleimido(2,2,4-trimethylhexane (2 parts) and methylglycolate was added and the mixture heated to 120° C. to give a homogeneous solution. The solvent was stripped off to give a molten BMI resin to which 60 parts of the product of Example 12 was added and melt blended. The homogene... The reactants are CCCCCOc1c(OC)ccc2c1CCN(CCc1ccc(OC(C)=O)cc1)C2=O, CO, N. Yields the product CCCCCOc1c(OC)ccc2c1CCN(CCc1ccc(O)cc1)C2=O. Reaction SMILES: [C:1](=[O:2])([CH3:3])[O:4][c:5]1[cH:6][cH:7][c:8]([CH2:11][CH2:12][N:13]2[C:14](=[O:31])[c:15]3[cH:16][cH:17][c:18]([O:29][CH3:30])[c:19]([O:23][CH2:24][CH2:25][CH2:26][CH2:27][CH3:28])[c:20]3[CH2:21][CH2:22]2)[cH:9][cH:10]1.[CH3:33][OH:34].[NH3:32]>>[OH:4][c:5]1[cH:6][cH:7][c:8]([CH2:11][CH2:12][N:13]2[C:14](=[O:31])[c:15]3[cH:16][cH:17][c:18]([O:29][CH3:30])[c:19]([O:23][CH2:24][CH2:25][CH2:26][CH2:27][CH3:28])[c:20]3[CH2:21][CH2:22]2)[cH:9][cH:10]1. Reactants: CN(C)C=O, [Cl-], O=C(Cl)C(=O)Cl, ClCCl, COC(=O)N1CC(c2nc(-c3ccc(C)c(N)c3)no2)C1, CC(=O)CCc1ccc2ncc(C(=O)O)n2c1, c1ccncc1. The product is COC(=O)N1CC(c2nc(-c3ccc(C)c(NC(=O)c4cnc5ccc(CCC(C)=O)cn45)c3)no2)C1. As a reaction SMILES: [CH3:55][N:56]([CH3:57])[CH:58]=[O:59].[Cl-:45].[Cl:18][C:19]([C:20]([Cl:21])=[O:22])=[O:23].[Cl:46][CH2:47][Cl:48].[NH2:24][c:25]1[cH:26][c:27](-[c:32]2[n:33][o:34][c:35]([CH:37]3[CH2:38][N:39]([C:41](=[O:42])[O:43][CH3:44])[CH2:40]3)[n:36]2)[cH:28][cH:29][c:30]1[CH3:31].[O:1]=[C:2]([CH2:3][CH2:4][c:5]1[cH:6][cH:7][c:8]2[n:9]([cH:10]1)[c:11]([C:14](=[O:15])[OH:16])[cH:12][n:13]2)[CH3:17].[cH:49]1[cH:50][cH:51][n:52][cH:53][cH:54]1>>[O:1]=[C:2]([CH2:3][CH2:4][c:5]1[cH:6][cH:7][c:8]2[n:9]([cH:10]1)[c:11]([C:14](=[O:16])[NH:24][c:25]1[cH:26][c:27](-[c:32]3[n:33][o:34][c:35]([CH:37]4[CH2:38][N:39]([C:41](=[O:42])[O:43][CH3:44])[CH2:40]4)[n:36]3)[cH:28][cH:29][c:30]1[CH3:31])[cH:12][n:13]2)[CH3:17]. Starting materials: [H-].[Na+] (sodium hydride), C(C)OC(=O)C1=NN(C(=C1)O)C1=CC=CC=C1 (5-Hydroxy-1-phenyl-1H-pyrazole-3-carboxylic acid ethyl ester), BrCC(C(C)(C)C)=O (1-Bromo-3,3-dimethyl-butan-2-one). Solvent: CN(C)C=O (DMF). Conditions: time 2 hour. The product is CC(C(COC1=CC(=NN1C1=CC=CC=C1)C(=O)O)=O)(C)C (5-(3,3-Dimethyl-2-oxo-butoxy)-1-phenyl-1H-pyrazole-3-carboxylic acid). Reaction SMILES: C([O:3][C:4]([C:6]1[CH:10]=[C:9]([OH:11])[N:8]([C:12]2[CH:17]=[CH:16][CH:15]=[CH:14][CH:13]=2)[N:7]=1)=[O:5])C.[H-].[Na+].Br[CH2:21][C:22](=[O:27])[C:23]([CH3:26])([CH3:25])[CH3:24]>CN(C=O)C>[CH3:24][C:23]([CH3:26])([CH3:25])[C:22](=[O:27])[CH2:21][O:11][C:9]1[N:8]([C:12]2[CH:13]=[CH:14][CH:15]=[CH:16][CH:17]=2)[N:7]=[C:6]([C:4]([OH:3])=[O:5])[CH:10]=1 |f:1.2|. Reported procedure: To a solution of 5 g 5-Hydroxy-1-phenyl-1H-pyrazole-3-carboxylic acid ethyl ester in 12 ml of DMF was added at 0° C. 1.29 g of sodium hydride (60% in mineral oil). After 15 min at this temperature 3.85 g of 1-Bromo-3,3-dimethyl-butan-2-one were added. After 2 h at RT the mixture was poured on ice/water and extracted with ethyl acetate. The organic phase was washed with brine and dried over sodium sulfate followed by evaporation. The residue was taken up in 20 ml of THF and treated with 21.5 ml o... Reactants: C(C)(=O)O[BH-](OC(C)=O)OC(C)=O.[Na+] (sodium triacetoxyborohydride), Br.OC1=C(CCN)C=CC=C1 (2-hydroxyphenethylamine hydrobromide salt), COC(CC1=CC(=CC=C1)C=O)=O ((3-formylphenyl)acetic acid methyl ester), ClCCl (dichloromethane), CN1C(CCC1)=O (1-methyl-2-pyrrolidone). Run at time 18 hour. Product: COC(CC1=CC(=CC=C1)CN(CCC1=C(C=CC=C1)O)C(=O)OC(C)(C)C)=O ([3-({tert-Butoxycarbonyl-[2-(2-hydroxy-phenyl)-ethyl]-amino}-methyl)-phenyl]-acetic acid methyl ester). As a reaction SMILES: Br.[OH:2][C:3]1[CH:11]=[CH:10][CH:9]=[CH:8][C:4]=1[CH2:5][CH2:6][NH2:7].[CH3:12][O:13][C:14](=[O:24])[CH2:15][C:16]1[CH:21]=[CH:20][CH:19]=[C:18]([CH:22]=O)[CH:17]=1.CN1[CH2:30][CH2:29][CH2:28]C1=O.[C:32]([O:35][BH-](OC(=O)C)OC(=O)C)(=[O:34])C.[Na+].Cl[CH2:47]Cl>>[CH3:12][O:13][C:14](=[O:24])[CH2:15][C:16]1[CH:21]=[CH:20][CH:19]=[C:18]([CH2:22][N:7]([C:32]([O:35][C:29]([CH3:28])([CH3:30])[CH3:47])=[O:34])[CH2:6][CH2:5][C:4]2[CH:8]=[CH:9][CH:10]=[CH:11][C:3]=2[OH:2])[CH:17]=1 |f:0.1,4.5|. Procedure: A mixture of 2-hydroxyphenethylamine hydrobromide salt (480 mg) and (3-formylphenyl)acetic acid methyl ester prepared as described in Example 1 (step a, 370 mg) in dichloromethane (10 mL) and 1-methyl-2-pyrrolidone (2 mL) was stirred for 30 minutes and then treated with sodium triacetoxyborohydride (1.02 g) The mixture was stirred for 18 hours and at the end of this time partitioned between ethyl acetate and saturated aqueous sodium bicarbonate, the organic layer was separated, dried and the sol...